This data is from the Open Reaction Database (ORD), a public repository of structured organic reaction records. The task is: describe an organic reaction: reactants, conditions, products, and yield The reactants are C([O-])([O-])=O.[K+].[K+] (potassium carbonate), C(CCC)OC=1C=C(C=CC1I)\C=C(\C(=O)O)/OCC ((Z)-3-(3-butoxy-4-iodophenyl)-2-ethoxyacrylic acid), O (water), CN(C(=O)NCCCCC)C=1C=C(C=CC1)B(O)O (3-(1-methyl-3-pentylureido)phenylboronic acid). Reagents/catalysts: C1=CC=C(C=C1)P([C-]2C=CC=C2)C3=CC=CC=C3.C1=CC=C(C=C1)P([C-]2C=CC=C2)C3=CC=CC=C3.Cl[Pd]Cl.[Fe+2] (dichloro[1,1′-bis(diphenylphosphino)ferrocene]palladium). The solvent is 75/25, COCCOC.O (ethylene glycol dimethyl ether water). Reaction conditions: temperature 80 celsius. Product: C(CCC)OC1=C(C=CC(=C1)\C=C(\C(=O)O)/OCC)C1=CC(=CC=C1)N(C(=O)NCCCCC)C ((Z)-3-[2-butoxy-3′-(1-methyl-3-pentylureido)biphenyl-4-yl]-2-ethoxyacrylic acid). Isolated yield 20.7%. RXN SMILES: [CH2:1]([O:5][C:6]1[CH:7]=[C:8](/[CH:13]=[C:14](\[O:18][CH2:19][CH3:20])/[C:15]([OH:17])=[O:16])[CH:9]=[CH:10][C:11]=1I)[CH2:2][CH2:3][CH3:4].[CH3:21][N:22]([C:31]1[CH:32]=[C:33](B(O)O)[CH:34]=[CH:35][CH:36]=1)[C:23]([NH:25][CH2:26][CH2:27][CH2:28][CH2:29][CH3:30])=[O:24].C(=O)([O-])[O-].[K+].[K+].O>COCCOC.O.C1C=CC(P(C2C=CC=CC=2)[C-]2C=CC=C2)=CC=1.C1C=CC(P(C2C=CC=CC=2)[C-]2C=CC=C2)=CC=1.Cl[Pd]Cl.[Fe+2]>[CH2:1]([O:5][C:6]1[CH:7]=[C:8](/[CH:13]=[C:14](\[O:18][CH2:19][CH3:20])/[C:15]([OH:17])=[O:16])[CH:9]=[CH:10][C:11]=1[C:33]1[CH:34]=[CH:35][CH:36]=[C:31]([N:22]([CH3:21])[C:23]([NH:25][CH2:26][CH2:27][CH2:28][CH2:29][CH3:30])=[O:24])[CH:32]=1)[CH2:2][CH2:3][CH3:4] |f:2.3.4,6.7,8.9.10.11|. Procedure details: 0.2 g (0.5 mmol) of (Z)-3-(3-butoxy-4-iodophenyl)-2-ethoxyacrylic acid prepared as described in Example 23a and 0.2 g (0.6 mmol) of 3-(1-methyl-3-pentylureido)phenylboronic acid prepared as in Example 24h are dissolved in 4 mL of a 75/25 solution of ethylene glycol dimethyl ether/water. After addition of 0.2 mL (1.2 mmol) of aqueous 2M potassium carbonate solution, 0.004 mg (0.005 mmol) of dichloro[1,1′-bis(diphenylphosphino)ferrocene]palladium is added and the reaction medium is heated at 80° C... Starting materials: [K+].[Br-] (KBr), C(CS)(=O)OC (Methyl thioglycolate), ClCC1=C(C(=O)N)C=CC=C1 (chloromethylbenzamide), CCOC(=O)C.C(Cl)Cl (EtOAc CH2Cl2). The solvent is C1(=CC=CC=C1)C (toluene). Product: COC(CSCNC(C1=CC=CC=C1)=O)=O (Methyl-S-(benzamidomethyl)thioglycolate). RXN SMILES: [C:1]([O:5][CH3:6])(=[O:4])[CH2:2][SH:3].ClC[C:9]1[CH:17]=[CH:16][CH:15]=[CH:14][C:10]=1[C:11]([NH2:13])=[O:12].[CH3:18]COC(C)=O.C(Cl)Cl.[K+].[Br-]>C1(C)C=CC=CC=1>[CH3:6][O:5][C:1](=[O:4])[CH2:2][S:3][CH2:18][NH:13][C:11](=[O:12])[C:10]1[CH:14]=[CH:15][CH:16]=[CH:17][CH:9]=1 |f:2.3,4.5|. Procedure: Methyl thioglycolate (2 g, 18.84 mmol) and chloromethylbenzamide (3.2 g, 18.84 mmol) was dissolved in 60 ml of dry toluene, and the clear solution was stirred for 18 hours at 25° C. under nitrogen at which time a TLC (10% EtOAc/CH2Cl2) showed that the reaction was complete. Solid materials were removed by filtration and the toluene was evaporated to give a pale yellow oil. Purification on silica gel (10% EtOAc/CH2Cl2) yielded a colorless oil that solidified on standing: mp 65°-68° C.; IR (KBr) 3... Starting materials: C(C1=CC=CC=C1)NCCC1=CNC2=CC=C(C=C12)Cl (3-(2-benzylaminoethyl)-5-chloroindole), C1(CCCC(=O)O1)=O (glutaric anhydride). The solvent is C1=CC=CC=C1 (benzene). Run at time 8 hour. The product is C(=O)(O)CCCC(=O)N(CC1=CC=CC=C1)CCC1=CNC2=CC=CC=C12 (3-[2-(N-(4-carboxy-1-oxobutyl)-N-benzylamino)-ethyl]-indole). Reaction SMILES: [CH2:1]([NH:8][CH2:9][CH2:10][C:11]1[C:19]2[C:14](=[CH:15][CH:16]=[C:17](Cl)[CH:18]=2)[NH:13][CH:12]=1)[C:2]1[CH:7]=[CH:6][CH:5]=[CH:4][CH:3]=1.[C:21]1(=[O:28])[O:27][C:25](=[O:26])[CH2:24][CH2:23][CH2:22]1>C1C=CC=CC=1>[C:25]([CH2:24][CH2:23][CH2:22][C:21]([N:8]([CH2:9][CH2:10][C:11]1[C:19]2[C:14](=[CH:15][CH:16]=[CH:17][CH:18]=2)[NH:13][CH:12]=1)[CH2:1][C:2]1[CH:7]=[CH:6][CH:5]=[CH:4][CH:3]=1)=[O:28])([OH:27])=[O:26]. Procedure: 113 g (0.396 mol) of 3-(2-benzylaminoethyl)-5-chloroindole are dissolved in 500 ml of benzene. 45.27 g of glutaric anhydride are added in small amounts and the reaction mixture is heated at the reflux temperature for 2 hours and then left to stand overnight. It is evaporated to dryness. This gives the named product.